The task is: describe an organic reaction: reactants, conditions, products, and yield. This data is from the Open Reaction Database (ORD), a public repository of structured organic reaction records. The reactants are C[Si](C#CC1(CCC2(OCCO2)CC1)C)(C)C (Trimethyl((8-methyl-1,4-dioxaspiro[4.5]decan-8-yl)ethynyl)silane), Cl (HCl). Run in [Cl-].[Na+].O (brine), CC(=O)C (acetone), CC(=O)C (acetone). Reaction conditions: time 5 hour. The product is CC1(CCC(CC1)=O)C#C[Si](C)(C)C (4-Methyl-4-((trimethylsilyl)ethynyl)cyclohexanone). Yield: 98.3%. As a reaction SMILES: [CH3:1][Si:2]([CH3:17])([CH3:16])[C:3]#[C:4][C:5]1([CH3:15])[CH2:14][CH2:13][C:8]2(OCC[O:9]2)[CH2:7][CH2:6]1.Cl>CC(C)=O.[Cl-].[Na+].O>[CH3:15][C:5]1([C:4]#[C:3][Si:2]([CH3:16])([CH3:1])[CH3:17])[CH2:14][CH2:13][C:8](=[O:9])[CH2:7][CH2:6]1 |f:3.4.5|. Procedure: To a solution of 6 (2.1 g, 8.3 mmol) in acetone (25 mL) was added 10% aqueous HCl solution (15 mL). The solution was cloudy. Thus, to the cloudy solution, was acetone dropwise (total 12 mL) until the solution was clear. The clear solution was stirred at room temperature for 5 h. The mixture was diluted with brine (250 mL). The aqueous mixture was extracted with methylene chloride/ether (1:2, 200 mL×3). The extract was washed with saturated aqueous bicarbonate solution (2×100 mL) and brine (100 m... The reactants are CCCCc1c(Cl)cc(C(=O)O)nc1Cl, CO, Cl, [K]. Yields the product CCCCc1c(Cl)cc(C(=O)OC)nc1Cl. As a reaction SMILES: [C:3](=[O:4])([OH:5])[c:6]1[n:7][c:8]([Cl:17])[c:9]([CH2:13][CH2:14][CH2:15][CH3:16])[c:10]([Cl:12])[cH:11]1.[CH3:18][OH:19].[ClH:1].[K:2]>>[C:3]([O:4][CH3:18])(=[O:5])[c:6]1[n:7][c:8]([Cl:17])[c:9]([CH2:13][CH2:14][CH2:15][CH3:16])[c:10]([Cl:12])[cH:11]1. Reactants: COc1ccc(C=O)c(O)c1Br, COc1cc(OC)c(-c2cc3ccccc3s2)cc1C=O. Yields the product COc1ccc(C=O)c(O)c1-c1cc2ccccc2s1. As a reaction SMILES: [Br:1][c:2]1[c:3]([OH:12])[c:4]([CH:5]=[O:6])[cH:7][cH:8][c:9]1[O:10][CH3:11].[s:13]1[c:14]2[c:15]([cH:16][c:17]1-[c:18]1[c:19]([O:20][CH3:21])[cH:22][c:23]([O:24][CH3:25])[c:26]([CH:28]=[O:29])[cH:27]1)[cH:30][cH:31][cH:32][cH:33]2>>[c:2]1(-[c:17]2[s:13][c:14]3[c:15]([cH:16]2)[cH:30][cH:31][cH:32][cH:33]3)[c:3]([OH:12])[c:4]([CH:5]=[O:6])[cH:7][cH:8][c:9]1[O:10][CH3:11]. Reactants: O=C1CCC(=O)N1Br, C1COCCN1, COC(=O)C1=NN(C)c2ccc(C)cc2S1(=O)=O, ClCCl, CC(Cl)Cl, CN(C)C=O. Yields the product COC(=O)C1=NN(C)c2ccc(CN3CCOCC3)cc2S1(=O)=O. RXN SMILES: [Br:1][N:2]1[C:3](=[O:4])[CH2:5][CH2:6][C:7]1=[O:8].[CH2:27]1[CH2:28][O:29][CH2:30][CH2:31][NH:32]1.[CH3:9][N:10]1[N:11]=[C:12]([C:23](=[O:24])[O:25][CH3:26])[S:13](=[O:21])(=[O:22])[c:14]2[c:15]1[cH:16][cH:17][c:18]([CH3:20])[cH:19]2.[Cl:33][CH2:34][Cl:35].[Cl:36][CH:37]([Cl:38])[CH3:39].[O:40]=[CH:41][N:42]([CH3:43])[CH3:44]>>[CH3:9][N:10]1[N:11]=[C:12]([C:23](=[O:24])[O:25][CH3:26])[S:13](=[O:21])(=[O:22])[c:14]2[c:15]1[cH:16][cH:17][c:18]([CH2:20][N:32]1[CH2:27][CH2:28][O:29][CH2:30][CH2:31]1)[cH:19]2. The reactants are COC1=CC=C(C=C1)S(=O)(=O)N1C=CC2=CC(=CC=C12)N1CCN(CC1)CC1=CC=CC=C1 (N-(4-Methoxybenzenesulfonyl)-5-(4-benzylpiperazin-1-yl)-indole), C(Cl)Cl (DCM). Reaction conditions: time 2 hour. Yields the product Cl.COC1=CC=C(C=C1)S(=O)(=O)N1C=CC2=CC(=CC=C12)N1CCNCC1 (N-(4-Methoxybenzenesulfonyl)-5-(piperazin-1-yl)-indole, hydrochloride). RXN SMILES: [CH3:1][O:2][C:3]1[CH:8]=[CH:7][C:6]([S:9]([N:12]2[C:20]3[C:15](=[CH:16][C:17]([N:21]4[CH2:26][CH2:25][N:24](CC5C=CC=CC=5)[CH2:23][CH2:22]4)=[CH:18][CH:19]=3)[CH:14]=[CH:13]2)(=[O:11])=[O:10])=[CH:5][CH:4]=1.C(Cl)[Cl:35]>>[ClH:35].[CH3:1][O:2][C:3]1[CH:4]=[CH:5][C:6]([S:9]([N:12]2[C:20]3[C:15](=[CH:16][C:17]([N:21]4[CH2:26][CH2:25][NH:24][CH2:23][CH2:22]4)=[CH:18][CH:19]=3)[CH:14]=[CH:13]2)(=[O:11])=[O:10])=[CH:7][CH:8]=1 |f:2.3|. Procedure details: N-(4-Methoxybenzenesulfonyl)-5-(4-benzylpiperazin-1-yl)-indole (0.25 g, 0.54 mmol) was dissolved in DCM (4 mL), a-chloroethyl chlorofonnate (0.150 g, 1.05 mmol) was added and the mixture left at room temperature for 2 h after which it was concentrated. MeOH (10 mL) was added and the mixture refluxed for 2 hrs and then concentrated to give the product (0.22 g, quantitative yield). 1H NMR (MeOH d6) δ 3.39–3.47 (8 H, m), 3.77 (3 H, s), 6.64 (1 H, d, J=3), 6.94 (2 H, d, J=9), 7.15 (1 H, dd, J=9, 2),... The reactants are Cl.C(C)NC([C@H]1N(CCC1)C([C@@H](NC([C@@H](NC(=O)OCC1=CC=CC=C1)CC(C)C)=O)CCCNC(N)=N)=O)=O (Nα -benzyloxycarbonyl-L-leucyl-L-arginyl-L-proline N-ethylamide hydrochloride), Cl.Cl.C(C)NC([C@H]1N(CCC1)C([C@@H](NC([C@@H](N)CC(C)C)=O)CCCNC(N)=N)=O)=O (L-leucyl-L-arginyl-L-proline N-ethylamide dihydrochloride), [N+](=O)([O-])C1=CC=C(C=C1)OC([C@H](NC(=O)OC(C)(C)C)C(C)C)=O (Nα -t-butoxycarbonyl-D-valine p-nitrophenyl ester). The solvent is CN(C=O)C (dimethylformamide). Reaction conditions: time 4 day. Product: Cl.C(C)NC([C@H]1N(CCC1)C([C@@H](NC([C@@H](NC([C@H](NC(=O)OC(C)(C)C)C(C)C)=O)CC(C)C)=O)CCCNC(N)=N)=O)=O (Nα -t-butoxycarbonyl-D-valyl-L-leucyl-L-arginyl-L-proline N-ethylamide hydrochloride). RXN SMILES: [ClH:1].C(NC(=O)[C@@H]1CCCN1C(=O)[C@H](CCCNC(=N)N)NC(=O)[C@H](CC(C)C)NC(OCC1C=CC=CC=1)=O)C.Cl.Cl.[CH2:43]([NH:45][C:46](=[O:71])[C@@H:47]1[CH2:51][CH2:50][CH2:49][N:48]1[C:52](=[O:70])[C@H:53]([CH2:63][CH2:64][CH2:65][NH:66][C:67](=[NH:69])[NH2:68])[NH:54][C:55](=[O:62])[C@H:56]([CH2:58][CH:59]([CH3:61])[CH3:60])[NH2:57])[CH3:44].[N+](C1C=CC([O:81][C:82](=O)[C@@H:83]([CH:92]([CH3:94])[CH3:93])[NH:84][C:85]([O:87][C:88]([CH3:91])([CH3:90])[CH3:89])=[O:86])=CC=1)([O-])=O>CN(C)C=O>[ClH:1].[CH2:43]([NH:45][C:46](=[O:71])[C@@H:47]1[CH2:51][CH2:50][CH2:49][N:48]1[C:52](=[O:70])[C@H:53]([CH2:63][CH2:64][CH2:65][NH:66][C:67](=[NH:68])[NH2:69])[NH:54][C:55](=[O:62])[C@H:56]([CH2:58][CH:59]([CH3:60])[CH3:61])[NH:57][C:82](=[O:81])[C@@H:83]([CH:92]([CH3:93])[CH3:94])[NH:84][C:85]([O:87][C:88]([CH3:89])([CH3:90])[CH3:91])=[O:86])[CH3:44] |f:0.1,2.3.4,7.8|. Procedure: Nα -t-butoxycarbonyl-D-valyl-L-leucyl-L-arginyl-L-proline N-ethylamide hydrochloride is prepared from 3.8 g., 6.5 mmol, of Nα -benzyloxycarbonyl-L-leucyl-L-arginyl-L-proline N-ethylamide hydrochloride by de-protection by the hydrogenation procedure as described in Example 2, to yield 2.9 g., 6.5 mmol, of L-leucyl-L-arginyl-L-proline N-ethylamide dihydrochloride as a glassy solid. This material is dissolved in 25 ml. of dimethylformamide and treated with 2.2 g., 6.5 mmol, of Nα -t-butoxycarbonyl-...